From a dataset of the Open Reaction Database (ORD), a public repository of structured organic reaction records. describe an organic reaction: reactants, conditions, products, and yield As a reaction SMILES: [C:1]1([CH:8]=[CH:7][C:5]([OH:6])=[CH:4][CH:3]=1)[OH:2].[C:9]([N:13]1[CH2:16][CH:15]([OH:17])[CH2:14]1)([CH3:12])([CH3:11])[CH3:10].[OH-].[K+].[ClH:20]>>[ClH:20].[OH:2][C:1]1[CH:8]=[CH:7][C:5]([O:6][CH2:16][CH:15]([OH:17])[CH2:14][NH:13][C:9]([CH3:12])([CH3:11])[CH3:10])=[CH:4][CH:3]=1 |f:2.3,5.6|. Reaction conditions: temperature 140 celsius. Starting materials: 11, C1(O)=CC=C(O)C=C1 (hydroquinone), C(C)(C)(C)N1CC(C1)O (1-(tert.-butyl)-3-azetidinol), [OH-].[K+] (potassium hydroxide), Cl (hydrochloric acid). Yield: 58.0%. Yields the product Cl.OC1=CC=C(OCC(CNC(C)(C)C)O)C=C1 (1-(p-hydroxyphenoxy)-3-(tert.-butylamino)-2-propanol hydrochloride). Procedure details: A mixture of 11 parts of hydroquinone, 6.5 parts of 1-(tert.-butyl)-3-azetidinol and 0.3 part of potassium hydroxide was heated under nitrogen gas at 140° C. for 8 hours with agitation. The reaction mixture was cooled and dissolved into 50 parts of 4N-hydrochloric acid aqueous solution. The resulting solution was washed with 50 parts of chloroform. The water layer was acidified with concentrated hydrochloric acid, evaporated and solidified. The residue was dissolved in isopropyl alcohol and filt...